Dataset: the Open Reaction Database (ORD), a public repository of structured organic reaction records. Task: describe an organic reaction: reactants, conditions, products, and yield The product is Cc1c(C(=O)N2CCC3(CC2)OC(=O)c2ccccc23)c2ccccc2n1Cc1ccccc1. Starting materials: Cc1c(C(=O)O)c2ccccc2n1Cc1ccccc1, O=C1OC2(CCNCC2)c2ccccc21. As a reaction SMILES: [CH2:16]([c:17]1[cH:18][cH:19][cH:20][cH:21][cH:22]1)[n:23]1[c:24]([CH3:35])[c:25]([C:32](=[O:33])[OH:34])[c:26]2[cH:27][cH:28][cH:29][cH:30][c:31]12.[NH:1]1[CH2:2][CH2:3][C:4]2([O:5][C:6](=[O:13])[c:7]3[c:8]2[cH:9][cH:10][cH:11][cH:12]3)[CH2:14][CH2:15]1>>[N:1]1([C:32]([c:25]2[c:24]([CH3:35])[n:23]([CH2:16][c:17]3[cH:18][cH:19][cH:20][cH:21][cH:22]3)[c:31]3[c:26]2[cH:27][cH:28][cH:29][cH:30]3)=[O:33])[CH2:2][CH2:3][C:4]2([O:5][C:6](=[O:13])[c:7]3[c:8]2[cH:9][cH:10][cH:11][cH:12]3)[CH2:14][CH2:15]1. Starting materials: CS(=O)(=O)Cl (methanesulfonyl chloride), FC=1C=C(C=CC1OC1=C(C=NC=C1)C1=CC=C(C=C1)CCO)NC(=O)C=1C(N(C=CC1)C1=CC=CC=C1)=O (N-(3-Fluoro-4-(3-(4-(2-hydroxyethyl)phenyl)pyridin-4-yloxy)phenyl)-2-oxo-1-phenyl-1,2-dihydropyridine-3-carboxamide), FC=1C=C(C=CC1OC1=C(C=NC=C1)C1=CC=C(C=C1)CCO)NC(=O)C=1C(N(C=CC1)C1=CC=CC=C1)=O (N-(3-Fluoro-4-(3-(4-(2-hydroxyethyl)phenyl)pyridin-4-yloxy)phenyl)-2-oxo-1-phenyl-1,2-dihydropyridine-3-carboxamide), CCN(C(C)C)C(C)C (DIPEA). The solvent is C1CCOC1 (THF). Reaction conditions: time 30 minute. Yields the product Cl.Cl.NCCC1=CC=C(C=C1)C=1C=NC=CC1OC1=C(C=C(C=C1)NC(=O)C=1C(N(C=CC1)C1=CC=CC=C1)=O)F (N-(4-(3-(4-(2-Aminoethyl)phenyl)pyridin-4-yloxy)-3-fluorophenyl)-2-oxo-1-phenyl-1,2-dihydropyridine-3-carboxamide, dihydrochloride salt). Isolated yield 87.9%. Reaction SMILES: [F:1][C:2]1[CH:3]=[C:4]([NH:24][C:25]([C:27]2[C:28](=[O:39])[N:29]([C:33]3[CH:38]=[CH:37][CH:36]=[CH:35][CH:34]=3)[CH:30]=[CH:31][CH:32]=2)=[O:26])[CH:5]=[CH:6][C:7]=1[O:8][C:9]1[CH:14]=[CH:13][N:12]=[CH:11][C:10]=1[C:15]1[CH:20]=[CH:19][C:18]([CH2:21][CH2:22]O)=[CH:17][CH:16]=1.CC[N:42](C(C)C)C(C)C.CS([Cl:53])(=O)=O>C1COCC1>[ClH:53].[ClH:53].[NH2:42][CH2:22][CH2:21][C:18]1[CH:17]=[CH:16][C:15]([C:10]2[CH:11]=[N:12][CH:13]=[CH:14][C:9]=2[O:8][C:7]2[CH:6]=[CH:5][C:4]([NH:24][C:25]([C:27]3[C:28](=[O:39])[N:29]([C:33]4[CH:34]=[CH:35][CH:36]=[CH:37][CH:38]=4)[CH:30]=[CH:31][CH:32]=3)=[O:26])=[CH:3][C:2]=2[F:1])=[CH:20][CH:19]=1 |f:4.5.6|. Procedure: To N-(3-fluoro-4-(3-(4-(2-hydroxyethyl)phenyl)pyridin-4-yloxy)phenyl)-2-oxo-1-phenyl-1,2-dihydropyridine-3-carboxamide (Compound C of Example 67, 40 mg, 0.077 mmol) in THF (1 mL) was added DIPEA (27 uL, 0.154 mmol) followed by methanesulfonyl chloride (Aldrich, 7 uL, 0.092 mmol). After stirring at rt for 30 min, the reaction was concentrated in vacuo. The residue was dissolved in 3 mL of ethanol and transferred to a pressure tube. Ammonium hydroxide (7 mL) was added and the tube was sealed and h... Starting materials: CCCCOB(OCCCC)OCCCC, CO, COC(=O)C1=C(O)c2c(c3cc(Cl)ccc3n2C)S(=O)(=O)N1C, Nc1nccs1, Cc1ccccc1C. As a reaction SMILES: [B:30]([O:31][CH2:32][CH2:33][CH2:34][CH3:35])([O:36][CH2:37][CH2:38][CH2:39][CH3:40])[O:41][CH2:42][CH2:43][CH2:44][CH3:45].[CH3:46][OH:47].[Cl:1][c:2]1[cH:3][c:4]2[c:5]3[c:6]([n:7]([CH3:11])[c:8]2[cH:9][cH:10]1)[C:12]([OH:23])=[C:13]([C:19]([O:21][CH3:20])=[O:22])[N:14]([CH3:18])[S:15]3(=[O:16])=[O:17].[NH2:24][c:25]1[s:26][cH:27][cH:28][n:29]1.[c:48]1([CH3:49])[c:50]([CH3:51])[cH:52][cH:53][cH:54][cH:55]1>>[Cl:1][c:2]1[cH:3][c:4]2[c:5]3[c:6]([n:7]([CH3:11])[c:8]2[cH:9][cH:10]1)[C:12]([OH:23])=[C:13]([C:19](=[O:21])[NH:24][c:25]1[s:26][cH:27][cH:28][n:29]1)[N:14]([CH3:18])[S:15]3(=[O:16])=[O:17]. The product is CN1C(C(=O)Nc2nccs2)=C(O)c2c(c3cc(Cl)ccc3n2C)S1(=O)=O. Reactants: C(C)(=O)O (acetic acid), C1N2CN3CN1CN(C2)C3 (hexamethylene tetramine), CC1=C(CCl)C=C(C=C1[N+](=O)[O-])C (2,5-dimethyl-3-nitrobenzyl-chloride), Cl (hydrochloric acid). Solvent: O (water). Conditions: temperature 0 celsius, time 2 hour. The product is CC1=C(C=O)C=C(C=C1[N+](=O)[O-])C (2,5-dimethyl-3-nitro-benzaldehyde). Yield: 53.0%. As a reaction SMILES: [CH3:1][C:2]1[C:9]([N+:10]([O-:12])=[O:11])=[CH:8][C:7]([CH3:13])=[CH:6][C:3]=1[CH2:4]Cl.C(O)(=[O:16])C.C1N2CN3CN(C2)CN1C3.Cl>O>[CH3:1][C:2]1[C:9]([N+:10]([O-:12])=[O:11])=[CH:8][C:7]([CH3:13])=[CH:6][C:3]=1[CH:4]=[O:16]. Procedure: The mixture constituted by 2,5-dimethyl-3-nitrobenzyl-chloride (A) prepared according to M. J. Winchester and F. D. Popp, J. Het. Chem. 12, p. 547 (1975) (610 g), acetic acid (1280 ml, water (1280 ml) and hexamethylene tetramine (855 g) was heated with reflux under stirring for 2 hours. 1037 ml of concentrated hydrochloric acid were then added in 10 minutes and the mixture was again heated with reflux for 20 minutes. This mixture, cooled to 0° C., gave a solid which was filtered off, dried and r... Starting materials: C1(CC1)C1=CN=C(C(=N1)C(=O)NC1=C(C(=O)O)C=CN=C1)NC=1C=NC=NC1 (3-{[6-Cyclopropyl-3-(pyrimidin-5-ylamino)-pyrazine-2-carbonyl]-amino}-isonicotinic acid), COC(CN)(C)C (2-methoxy-2-methylpropan-1-amine). Product: COC(CNC(=O)C1=C(C=NC=C1)NC(=O)C1=NC(=CN=C1NC=1C=NC=NC1)C1CC1)(C)C (6-Cyclopropyl-3-(pyrimidin-5-ylamino)-pyrazine-2-carboxylic acid [4-(2-methoxy-2-methyl-propylcarbamoyl)-pyridin-3-yl]-amide). The yield is 71.0%. Reaction SMILES: [CH:1]1([C:4]2[N:9]=[C:8]([C:10]([NH:12][C:13]3[CH:21]=[N:20][CH:19]=[CH:18][C:14]=3[C:15]([OH:17])=O)=[O:11])[C:7]([NH:22][C:23]3[CH:24]=[N:25][CH:26]=[N:27][CH:28]=3)=[N:6][CH:5]=2)[CH2:3][CH2:2]1.[CH3:29][O:30][C:31]([CH3:35])([CH3:34])[CH2:32][NH2:33]>>[CH3:29][O:30][C:31]([CH3:35])([CH3:34])[CH2:32][NH:33][C:15]([C:14]1[CH:18]=[CH:19][N:20]=[CH:21][C:13]=1[NH:12][C:10]([C:8]1[C:7]([NH:22][C:23]2[CH:28]=[N:27][CH:26]=[N:25][CH:24]=2)=[N:6][CH:5]=[C:4]([CH:1]2[CH2:2][CH2:3]2)[N:9]=1)=[O:11])=[O:17]. Reported procedure: According to the procedure described in step 3 of example 99, 3-{[6-cyclopropyl-3-(pyrimidin-5-ylamino)-pyrazine-2-carbonyl]-amino}-isonicotinic acid (example 99, step 2) was reacted with 2-methoxy-2-methylpropan-1-amine, providing the title compound as yellow solid (71%). Reactants: [N+](=O)([O-])C1=C(C=CC=C1)N=NC1=C(C(=CC(=C1)C(C)(C)CC)C(C)(C)CC)O (2-nitro-2'-hydroxy-3', 5'-di-t-amylazobenzene), [OH-].[Na+] (sodium hydroxide), S(O)(O)(=O)=O (sulfuric acid), C1=CC=CC=2C3=CC=CC=C3C(C12)=O (9-fluorenone), O=C[C@H](O)[C@@H](O)[C@H](O)[C@H](O)CO (glucose), resultant mixture, resultant mixture. The solvent is O (water), CO (methanol), O (water). Run at temperature 20 celsius. The product is OC1=C(C=C(C=C1C(C)(C)CC)C(C)(C)CC)N1N=C2C(=N1)C=CC=C2 (2-(2'-hydroxy-3', 5'-di-t-amylphenyl)benzotriazole). The yield is 84.4%. As a reaction SMILES: [N+:1]([C:4]1[CH:9]=[CH:8][CH:7]=[CH:6][C:5]=1[N:10]=[N:11][C:12]1[CH:17]=[C:16]([C:18]([CH2:21][CH3:22])([CH3:20])[CH3:19])[CH:15]=[C:14]([C:23]([CH2:26][CH3:27])([CH3:25])[CH3:24])[C:13]=1[OH:28])([O-])=O.[OH-].[Na+].C1C2C(=O)C3C(=CC=CC=3)C=2C=CC=1.O=C[C@@H]([C@H]([C@@H]([C@@H](CO)O)O)O)O.S(=O)(=O)(O)O>O.CO>[OH:28][C:13]1[C:14]([C:23]([CH2:26][CH3:27])([CH3:25])[CH3:24])=[CH:15][C:16]([C:18]([CH2:21][CH3:22])([CH3:20])[CH3:19])=[CH:17][C:12]=1[N:11]1[N:10]=[C:5]2[CH:6]=[CH:7][CH:8]=[CH:9][C:4]2=[N:1]1 |f:1.2|. Reported procedure: Example 1 from EP 0,257,151 is duplicated. 2-nitro-2'-hydroxy-3', 5'-di-t-amylazobenzene (12.8 g) is added to a mixture of methanol (41 g), water (10 g) and 97% sodium hydroxide (11 g), and the resultant mixture is stirred at 65° C. for 30 minutes. Thereafter, 9-fluorenone (2.0 g) and then glucose (12 g) are added to the mixture at 60° to 65° C. over 4 hours. The resultant mixture is further stirred for 4 hours at the boiling point (70° C.), thus completing the reduction reaction. Thereafter, wa... Starting materials: O=C([O-])[O-], CCBr, CC#N, O=c1ccc(-c2nc(C3CCNCC3)sc2-c2ccc(F)cc2Cl)cn1-c1c(Cl)cccc1Cl, [K+], [K+]. Product: CCN1CCC(c2nc(-c3ccc(=O)n(-c4c(Cl)cccc4Cl)c3)c(-c3ccc(F)cc3Cl)s2)CC1. As a reaction SMILES: [C:38](=[O:39])([O-:40])[O-:41].[CH2:35]([CH3:36])[Br:37].[CH3:44][C:45]#[N:46].[Cl:1][c:2]1[c:3](-[c:9]2[c:10](-[c:20]3[cH:21][cH:22][c:23](=[O:34])[n:24](-[c:26]4[c:27]([Cl:33])[cH:28][cH:29][cH:30][c:31]4[Cl:32])[cH:25]3)[n:11][c:12]([CH:14]3[CH2:15][CH2:16][NH:17][CH2:18][CH2:19]3)[s:13]2)[cH:4][cH:5][c:6]([F:8])[cH:7]1.[K+:42].[K+:43]>>[Cl:1][c:2]1[c:3](-[c:9]2[c:10](-[c:20]3[cH:21][cH:22][c:23](=[O:34])[n:24](-[c:26]4[c:27]([Cl:33])[cH:28][cH:29][cH:30][c:31]4[Cl:32])[cH:25]3)[n:11][c:12]([CH:14]3[CH2:15][CH2:16][N:17]([CH2:35][CH3:36])[CH2:18][CH2:19]3)[s:13]2)[cH:4][cH:5][c:6]([F:8])[cH:7]1.